Dataset: the Open Reaction Database (ORD), a public repository of structured organic reaction records. Task: describe an organic reaction: reactants, conditions, products, and yield The reactants are CC(C)(C)N (2-methylpropan-2-amine), ClCC1=NN=NN1C (5-(chloromethyl)-1-methyl-1H-tetrazole). Reaction conditions: time 16 hour. Product: Cl.CC(C)(C)NCC1=NN=NN1C (2-Methyl-N-((1-methyl-1H-tetrazol-5-yl)methyl)propan-2-amine hydrochloride). The yield is 72.2%. RXN SMILES: [CH3:1][C:2]([NH2:5])([CH3:4])[CH3:3].[Cl:6][CH2:7][C:8]1[N:12]([CH3:13])[N:11]=[N:10][N:9]=1>>[ClH:6].[CH3:1][C:2]([NH:5][CH2:7][C:8]1[N:12]([CH3:13])[N:11]=[N:10][N:9]=1)([CH3:4])[CH3:3] |f:2.3|. Procedure: A mixture of 2-methylpropan-2-amine (75-64-9, 281 mg, 404 μL, 3.85 mmol) and 5-(chloromethyl)-1-methyl-1H-tetrazole (57235-84-4, 100 mg, 754 μmol) was stirred at ambient temperature for 16 h and concentrated in vacuo to give the title compound (112 mg, 72%) as yellow solid; MS (EI): m/e=169 [M+].